This data is from the Open Reaction Database (ORD), a public repository of structured organic reaction records. The task is: describe an organic reaction: reactants, conditions, products, and yield Reactants: N1(CCOCC1)C1CCC(CC1)O (4-(morpholin-4-yl)cyclohexan-1-ol), [H-].[Na+] (sodium hydride), ClC=1C2=C(N=CN1)SC(=C2)CCNC(OC(C)(C)C)=O (tert-butyl N-(2-[4-chlorothieno[2,3-d]pyrimidin-6-yl]ethyl)carbamate). Solvent: C1CCOC1 (THF), C1CCOC1 (THF). Run at time 30 minute. Product: N1(CCOCC1)C1CCC(CC1)OC=1C2=C(N=CN1)SC(=C2)CCNC(OC(C)(C)C)=O (tert-butyl N-[2-(4-[[4-(morpholin-4-yl)cyclohexyl]oxy]thieno[2,3-d]pyrimidin-6-yl)ethyl]carbamate). Isolated yield 39.2%. RXN SMILES: [N:1]1([CH:7]2[CH2:12][CH2:11][CH:10]([OH:13])[CH2:9][CH2:8]2)[CH2:6][CH2:5][O:4][CH2:3][CH2:2]1.[H-].[Na+].Cl[C:17]1[C:18]2[CH:25]=[C:24]([CH2:26][CH2:27][NH:28][C:29](=[O:35])[O:30][C:31]([CH3:34])([CH3:33])[CH3:32])[S:23][C:19]=2[N:20]=[CH:21][N:22]=1>C1COCC1>[N:1]1([CH:7]2[CH2:8][CH2:9][CH:10]([O:13][C:17]3[C:18]4[CH:25]=[C:24]([CH2:26][CH2:27][NH:28][C:29](=[O:35])[O:30][C:31]([CH3:33])([CH3:32])[CH3:34])[S:23][C:19]=4[N:20]=[CH:21][N:22]=3)[CH2:11][CH2:12]2)[CH2:2][CH2:3][O:4][CH2:5][CH2:6]1 |f:1.2|. Procedure: To a solution of 4-(morpholin-4-yl)cyclohexan-1-ol (143 mg, 0.77 mmol, 1.10 equiv) in THF (20 mL) was added sodium hydride (140 mg, 3.50 mmol, 5.00 equiv, 60% dispersion in mineral oil) at 0° C. The solution was stirred for 30 min at room temperature under nitrogen. Then tert-butyl N-(2-[4-chlorothieno[2,3-d]pyrimidin-6-yl]ethyl)carbamate (220 mg, 0.70 mmol, 1.00 equiv) in 5 mL of THF was added via syringe and the resulting solution was stirred overnight at room temperature. The reaction was the...